Dataset: the Open Reaction Database (ORD), a public repository of structured organic reaction records. Task: describe an organic reaction: reactants, conditions, products, and yield Starting materials: COc1cc(OC)nc(S(C)(=O)=O)n1, O=C([O-])[O-], CN(C)C=O, O, Oc1cccnc1-c1nc2c(o1)CCCC2. The product is COc1cc(OC)nc(Oc2cccnc2-c2nc3c(o2)CCCC3)n1. Reaction SMILES: [CH3:17][S:18](=[O:19])(=[O:20])[c:21]1[n:22][c:23]([O:29][CH3:30])[cH:24][c:25]([O:27][CH3:28])[n:26]1.[O-:31][C:32](=[O:33])[O-:34].[O:36]=[CH:37][N:38]([CH3:39])[CH3:40].[OH2:35].[OH:1][c:2]1[c:3](-[c:8]2[o:9][c:10]3[c:11]([n:12]2)[CH2:13][CH2:14][CH2:15][CH2:16]3)[n:4][cH:5][cH:6][cH:7]1>>[O:1]([c:2]1[c:3](-[c:8]2[o:9][c:10]3[c:11]([n:12]2)[CH2:13][CH2:14][CH2:15][CH2:16]3)[n:4][cH:5][cH:6][cH:7]1)[c:21]1[n:22][c:23]([O:29][CH3:30])[cH:24][c:25]([O:27][CH3:28])[n:26]1. The reactants are Fc1ccc(-n2nc3cc(Br)ccc3c2Cl)cc1, N#C[Na], CN(C)C=O. Reaction SMILES: [Br:1][c:2]1[cH:3][cH:4][c:5]2[c:6]([Cl:18])[n:7](-[c:11]3[cH:12][cH:13][c:14]([F:17])[cH:15][cH:16]3)[n:8][c:9]2[cH:10]1.[Na:19][C:20]#[N:21].[O:22]=[CH:23][N:24]([CH3:25])[CH3:26]>>[Br:1][c:2]1[cH:3][cH:4][c:5]2[c:6]([C:20]#[N:21])[n:7](-[c:11]3[cH:12][cH:13][c:14]([F:17])[cH:15][cH:16]3)[n:8][c:9]2[cH:10]1. Product: N#Cc1c2ccc(Br)cc2nn1-c1ccc(F)cc1. Starting materials: Cl.NC(C(=O)OCC)(C)C (ethyl 2-aminoisobutyrate hydrochloride), C1(=CC=C(C=C1)S(=O)(=O)O)C (p-toluenesulfonic acid), SC1=C(C=CC=C1)CC(=O)O (2-Mercaptophenylacetic acid), C=O (formaldehyde). The solvent is C1(=CC=CC=C1)C (toluene), C(C)N(CC)CC (Triethylamine), O (water). Conditions: time 10 minute. The product is C1(=CC=CC=C1)C1C(N(CS1)C(C(=O)OCC)(C)C)=O (ethyl 2-(5-phenylthiazolidin-4-on-3-yl)isobutyrate). As a reaction SMILES: Cl.[NH2:2][C:3]([CH3:10])([CH3:9])[C:4]([O:6][CH2:7][CH3:8])=[O:5].S[C:12]1[CH:17]=[CH:16][CH:15]=[CH:14][C:13]=1[CH2:18][C:19]([OH:21])=O.C=O.C1(C)C=C[C:27]([S:30](O)(=O)=O)=CC=1>C1(C)C=CC=CC=1.O.C(N(CC)CC)C>[C:13]1([CH:18]2[S:30][CH2:27][N:2]([C:3]([CH3:10])([CH3:9])[C:4]([O:6][CH2:7][CH3:8])=[O:5])[C:19]2=[O:21])[CH:14]=[CH:15][CH:16]=[CH:17][CH:12]=1 |f:0.1|. Reported procedure: Triethylamine (3 g) was added to a suspension of ethyl 2-aminoisobutyrate hydrochloride (5 g) in toluene (60 mL) at room temperature. 2-Mercaptophenylacetic acid (6.44 g) was added to the mixture, which was then stirred at room temperature. After 10 minutes, a 35% formaldehyde aqueous solution (2.61 g) was added dropwise to the mixture. After the addition was completed, a catalytic amount of p-toluenesulfonic acid was added, and the mixture was allowed to react under heating at reflux for 4 hour... Starting materials: COc1ccc([Mg]Br)cc1 (effective_coupling_partner), COc1cccc2ccccc12 (substrate). The reagents and catalysts are CC(C)P(C(C)C)C(Nc1ccccc1n3nc(c2ccccc2)cc3c4ccccc4)c5ccccc5. Conditions: temperature 25 celsius, time 24 hour. The product is COc3ccc(c1cccc2ccccc12)cc3.